From a dataset of the Open Reaction Database (ORD), a public repository of structured organic reaction records. describe an organic reaction: reactants, conditions, products, and yield Reaction conditions: time 15 minute. Yield: 88.4%. Procedure: 40% Methanolic Triton B (0.11 mL, 0.24 mM) was added to a solution of the 9-[(phenyl)methyl]-4-hydroxy-5-carbamoyl carbazole (70 mg, 0.22 mM) in 20 mL DMF at 0° C. After 15 minutes, methyl bromoacetate (70 mg, 0.44 mM) was added and the resultant mixture stirred at room temperature for 5 h. The mixture was diluted with ethyl acetate, washed with 1 N HCl, H2O, and saturated brine, dried over magnesium sulfate, filtered, and concentrated. The residue was combined with the crude material derived fr... Yields the product C1(=CC=CC=C1)CN1C2=CC=CC(=C2C=2C(=CC=CC12)OCC(=O)OC)C(N)=O ({9-[(phenyl)methyl]-5-carbamoylcarbazol-4-yl}oxyacetic acid, methyl ester). Reaction SMILES: [C:1]1([CH2:7][N:8]2[C:20]3[CH:19]=[CH:18][CH:17]=[C:16]([OH:21])[C:15]=3[C:14]3[C:9]2=[CH:10][CH:11]=[CH:12][C:13]=3[C:22](=[O:24])[NH2:23])[CH:6]=[CH:5][CH:4]=[CH:3][CH:2]=1.Br[CH2:26][C:27]([O:29][CH3:30])=[O:28]>CN(C=O)C.C(OCC)(=O)C>[C:1]1([CH2:7][N:8]2[C:20]3[CH:19]=[CH:18][CH:17]=[C:16]([O:21][CH2:26][C:27]([O:29][CH3:30])=[O:28])[C:15]=3[C:14]3[C:9]2=[CH:10][CH:11]=[CH:12][C:13]=3[C:22](=[O:24])[NH2:23])[CH:6]=[CH:5][CH:4]=[CH:3][CH:2]=1. Starting materials: BrCC(=O)OC (methyl bromoacetate), C1(=CC=CC=C1)CN1C2=CC=CC(=C2C=2C(=CC=CC12)O)C(N)=O (9-[(phenyl)methyl]-4-hydroxy-5-carbamoyl carbazole), resultant mixture. The solvent is C(C)(=O)OCC (ethyl acetate), CN(C)C=O (DMF). Starting materials: COCC(=O)Nc1cccc2c1C(=O)N(C1CC(OC(C)=O)C(=O)NC1=O)C2=O, CO, Cc1ccc(S(=O)(=O)O)cc1. Product: COCC(=O)Nc1cccc2c1C(=O)N(C1CC(O)C(=O)NC1=O)C2=O. Reaction SMILES: [CH3:1][O:2][CH2:3][C:4](=[O:5])[NH:6][c:7]1[c:8]2[c:12]([cH:13][cH:14][cH:15]1)[C:11](=[O:16])[N:10]([CH:17]1[C:18](=[O:28])[NH:19][C:20](=[O:27])[CH:21]([O:23][C:24](=[O:25])[CH3:26])[CH2:22]1)[C:9]2=[O:29].[CH3:41][OH:42].[c:30]1([CH3:31])[cH:32][cH:33][c:34]([S:35]([OH:36])(=[O:37])=[O:38])[cH:39][cH:40]1>>[CH3:1][O:2][CH2:3][C:4](=[O:5])[NH:6][c:7]1[c:8]2[c:12]([cH:13][cH:14][cH:15]1)[C:11](=[O:16])[N:10]([CH:17]1[C:18](=[O:28])[NH:19][C:20](=[O:27])[CH:21]([OH:23])[CH2:22]1)[C:9]2=[O:29]. The reactants are product, Cl.C(C)(=O)OC=1C=CC2=C(SC(=C2C(C2=CC=C(C=C2)OCCN2CCCCC2)=O)C2=CC=C(C=C2)OC(C)=O)C1 (6-acetoxy-2-(4-acetoxyphenyl)-3-[4-(2-piperidinoethoxy)benzoyl]benzo[b]thiophene, hydrochloride), Cl.C(C)(=O)OC=1C=CC2=C(SC(=C2C(C2=CC=C(C=C2)OCCN2CCCCC2)=O)C2=CC=C(C=C2)OC(C)=O)C1 (6-acetoxy-2-(4-acetoxyphenyl)-3-[4-(2-piperidinoethoxy)benzoyl]benzo[b]thiophene, hydrochloride), [OH-].[Na+] (sodium hydroxide). Solvent: CO (methanol). Reaction conditions: time 2 hour. Yields the product OC=1C=CC2=C(SC(=C2C(C2=CC=C(C=C2)OCCN2CCCCC2)=O)C2=CC=C(C=C2)O)C1 (6-hydroxy-2-(4-hydroxyphenyl)-3-[4-(2-piperidinoethoxy)benzoyl]benzo[b]thiophene). RXN SMILES: Cl.C([O:5][C:6]1[CH:7]=[CH:8][C:9]2[C:13]([C:14](=[O:30])[C:15]3[CH:20]=[CH:19][C:18]([O:21][CH2:22][CH2:23][N:24]4[CH2:29][CH2:28][CH2:27][CH2:26][CH2:25]4)=[CH:17][CH:16]=3)=[C:12]([C:31]3[CH:36]=[CH:35][C:34]([O:37]C(=O)C)=[CH:33][CH:32]=3)[S:11][C:10]=2[CH:41]=1)(=O)C.[OH-].[Na+]>CO>[OH:5][C:6]1[CH:7]=[CH:8][C:9]2[C:13]([C:14](=[O:30])[C:15]3[CH:16]=[CH:17][C:18]([O:21][CH2:22][CH2:23][N:24]4[CH2:25][CH2:26][CH2:27][CH2:28][CH2:29]4)=[CH:19][CH:20]=3)=[C:12]([C:31]3[CH:32]=[CH:33][C:34]([OH:37])=[CH:35][CH:36]=3)[S:11][C:10]=2[CH:41]=1 |f:0.1,2.3|. Reported procedure: The oily product of Example 1 above, 6-acetoxy-2-(4-acetoxyphenyl)-3-[4-(2-piperidinoethoxy)benzoyl]benzo[b]thiophene, hydrochloride, was dissolved in 700 ml. of methanol and 100 ml. of 5 N sodium hydroxide. The mixture was stirred at ambient temperature for two hours, and was then evaporated to an oil under vacuum at a temperature below 40° C. The residue was dissolved in 500 ml. of water and washed twice with 500 ml. portions of diethyl ether. The aqueous layer was acidified to pH 2 with cold ... Reactants: ClC=1C=NC=C(C1C(=O)O)Cl (3,5-Dichloropyridine-4-carboxylic Acid), S(=O)(Cl)Cl (thionyl chloride), CN1CCOCC1 (NMM), C(C)OC([C@H](CC1=CC=C(C=C1)N)NC(=O)OC(C)(C)C)=O (ethyl-(S)-3-(4-aminophenyl)-2-(t-butoxycarbonylamino)propanoate), acid chloride. Reagents/catalysts: CN(C)C=O (DMF). The solvent is C(Cl)Cl (DCM), C(Cl)Cl (DCM), C(Cl)Cl (DCM). Run at time 5 minute. Yields the product C(C)(C)(C)OC(=O)N[C@H](C(=O)OCC)CC1=CC=C(C=C1)NC(C1=C(C=NC=C1Cl)Cl)=O (Ethyl (2S)-2-[(tert-butoxycarbonyl)amino]-3-{4-[(3,5-dichloroisonicotinoyl)amino]phenyl}propanoate). The yield is 108.7%. Reaction SMILES: [Cl:1][C:2]1[CH:3]=[N:4][CH:5]=[C:6]([Cl:11])[C:7]=1[C:8]([OH:10])=O.S(Cl)(Cl)=O.[CH2:16]([O:18][C:19](=[O:37])[C@@H:20]([NH:29][C:30]([O:32][C:33]([CH3:36])([CH3:35])[CH3:34])=[O:31])[CH2:21][C:22]1[CH:27]=[CH:26][C:25]([NH2:28])=[CH:24][CH:23]=1)[CH3:17].CN1CCOCC1>C(Cl)Cl.CN(C=O)C>[C:33]([O:32][C:30]([NH:29][C@@H:20]([CH2:21][C:22]1[CH:27]=[CH:26][C:25]([NH:28][C:8](=[O:10])[C:7]2[C:6]([Cl:11])=[CH:5][N:4]=[CH:3][C:2]=2[Cl:1])=[CH:24][CH:23]=1)[C:19]([O:18][CH2:16][CH3:17])=[O:37])=[O:31])([CH3:34])([CH3:35])[CH3:36]. Procedure details: A slurry of the compound of Intermediate 1 (51.2 g, 0.267 mol) in DCM (195 ml) and thionyl chloride (195 ml, 2.67 mol) was treated with DMF (5 drops) and heated to reflux for 4 h. The reaction was concentrated in vacuo and azeotroped with toluene (2×50 ml) to give a yellow solid which was used without further purification. A solution of ethyl-(S)-3-(4-aminophenyl)-2-(t-butoxycarbonylamino)propanoate (130.8 g, 0.425 mol) in DCM (800 ml) was cooled to 0° and treated with NMM (56.0 ml, 0.51 mol), s... The product is CN(Cc1cc2ccccc2n1C)C(=O)C=Cc1cnc2c(c1)CNC(C)(C)C(=O)N2. RXN SMILES: [Br:1][c:2]1[cH:3][c:4]2[c:5]([n:14][cH:15]1)[NH:6][C:7](=[O:13])[C:8]([CH3:11])([CH3:12])[NH:9][CH2:10]2.[C:33](#[N:34])[CH2:35][CH3:36].[CH3:16][N:17]([C:18]([CH:19]=[CH2:20])=[O:21])[CH2:22][c:23]1[n:24]([CH3:32])[c:25]2[cH:26][cH:27][cH:28][cH:29][c:30]2[cH:31]1.[CH3:42][CH2:43][O:44][C:45]([CH3:46])=[O:47].[O-:49][C:50]([CH3:51])=[O:52].[O-:53][C:54]([CH3:55])=[O:56].[O:37]=[CH:38][N:39]([CH3:40])[CH3:41].[Pd+2:48]>>[c:2]1([CH:20]=[CH:19][C:18]([N:17]([CH3:16])[CH2:22][c:23]2[n:24]([CH3:32])[c:25]3[cH:26][cH:27][cH:28][cH:29][c:30]3[cH:31]2)=[O:21])[cH:3][c:4]2[c:5]([n:14][cH:15]1)[NH:6][C:7](=[O:13])[C:8]([CH3:11])([CH3:12])[NH:9][CH2:10]2. The reactants are CC1(C)NCc2cc(Br)cnc2NC1=O, CCC#N, C=CC(=O)N(C)Cc1cc2ccccc2n1C, CCOC(C)=O, CC(=O)[O-], CC(=O)[O-], CN(C)C=O, [Pd+2]. Starting materials: CC(=O)[O-], CCO, COc1ccc(CN(Cc2ccc(OC)cc2)c2nc(C)nc(Cl)n2)cc1, OB(O)c1cc(Cl)cnc1F, Cc1nc(Cl)nc(Cl)n1, [K+], O. The product is COc1ccc(CN(Cc2ccc(OC)cc2)c2nc(C)nc(-c3cc(Cl)cnc3F)n2)cc1. Reaction SMILES: [CH3:49][C:50](=[O:51])[O-:52].[CH3:53][CH2:54][OH:55].[Cl:12][c:13]1[n:14][c:15]([N:20]([CH2:21][c:22]2[cH:23][cH:24][c:25]([O:28][CH3:29])[cH:26][cH:27]2)[CH2:30][c:31]2[cH:32][cH:33][c:34]([O:37][CH3:38])[cH:35][cH:36]2)[n:16][c:17]([CH3:19])[n:18]1.[Cl:1][c:2]1[cH:3][c:4]([B:9]([OH:10])[OH:11])[c:5]([F:8])[n:6][cH:7]1.[Cl:39][c:40]1[n:41][c:42]([Cl:43])[n:44][c:45]([CH3:46])[n:47]1.[K+:48].[OH2:56]>>[Cl:1][c:2]1[cH:3][c:4](-[c:13]2[n:14][c:15]([N:20]([CH2:21][c:22]3[cH:23][cH:24][c:25]([O:28][CH3:29])[cH:26][cH:27]3)[CH2:30][c:31]3[cH:32][cH:33][c:34]([O:37][CH3:38])[cH:35][cH:36]3)[n:16][c:17]([CH3:19])[n:18]2)[c:5]([F:8])[n:6][cH:7]1.